This data is from the Open Reaction Database (ORD), a public repository of structured organic reaction records. The task is: describe an organic reaction: reactants, conditions, products, and yield Reactants: C[C@@H]1N[C@H](CC=2C3=CC=CC=C3NC12)C(=O)OC (Methyl (1RS,3SR)-trans-1-methyl-1,2,3,4-tetrahydro-β-carboline-3-carboxylate), [OH-].[Na+] (NaOH). Run in CO (methanol). Conditions: time 3 hour. Product: C[C@@H]1N[C@H](CC=2C3=CC=CC=C3NC12)C(=O)O ((1RS,3SR)-trans-1-Methyl-1,2,3,4-tetrahydro-β-carboline-3-carboxylic acid). Reaction SMILES: [CH3:1][C@H:2]1[C:14]2[NH:13][C:12]3[C:7](=[CH:8][CH:9]=[CH:10][CH:11]=3)[C:6]=2[CH2:5][C@H:4]([C:15]([O:17]C)=[O:16])[NH:3]1.[OH-].[Na+]>CO>[CH3:1][C@H:2]1[C:14]2[NH:13][C:12]3[C:7](=[CH:8][CH:9]=[CH:10][CH:11]=3)[C:6]=2[CH2:5][C@H:4]([C:15]([OH:17])=[O:16])[NH:3]1 |f:1.2|. Procedure: Methyl (1RS,3SR)-trans-1-methyl-1,2,3,4-tetrahydro-β-carboline-3-carboxylate (2.44 g) is dissolved in methanol (30 ml), and thereto is added 1N NaOH (13 ml). The mixture is stirred at room temperature for 3 hours, and the solvent is distilled off under reduced pressure. The residue is dissolved in water and is acidified with 10% HCl. The precipitated crystals are collected by filtration, washed with water and dried to give the title compound (2.21 g, 90%) as colorless needles, m.p. 242°-244° C. ... Reactants: COC1=C(N)C=CC(=C1)OC (2,4-dimethoxy aniline), C(C)OC(C(C(=O)C)C)=O (ethyl-2-methyl-acetoacetate). Yields the product COC=1C=C2C(=C(C(=NC2=C(C1)OC)C)C)O (6,8-dimethoxy-2,3-dimethylquinolin-4-ol). As a reaction SMILES: [CH3:1][O:2][C:3]1[CH:9]=[C:8]([O:10][CH3:11])[CH:7]=[CH:6][C:4]=1[NH2:5].C([O:14][C:15](=O)[CH:16]([CH3:20])[C:17]([CH3:19])=O)C>>[CH3:11][O:10][C:8]1[CH:7]=[C:6]2[C:4](=[C:3]([O:2][CH3:1])[CH:9]=1)[N:5]=[C:17]([CH3:19])[C:16]([CH3:20])=[C:15]2[OH:14]. Procedure details: Prepared according to procedure R using 2,4-dimethoxy aniline (1.99 g, 13.0 mmol), ethyl-2-methyl-acetoacetate (3.7 mL, 26.2 mmol), and PPA (6.78 g, 67.8 mmol) to afford 6,8-dimethoxy-2,3-dimethylquinolin-4-ol. Mass Spectrum (ESI) m/e=234.1 (M+1). Starting materials: [N+](=O)([O-])C=1C(N(C=CC1)C1=CC=CC=C1)=O (3-nitro-1-phenyl-1,2-dihydropyridin-2-one), BrN1C(CCC1=O)=O (N-bromosuccinimide), ice water. Run in CN(C=O)C (dimethylformamide). Conditions: time 8 hour. Yields the product BrC=1C=C(C(N(C1)C1=CC=CC=C1)=O)[N+](=O)[O-] (5-Bromo-3-nitro-1-phenyl-1,2-dihydropyridin-2-one). The yield is 93.0%. As a reaction SMILES: [N+:1]([C:4]1[C:5](=[O:16])[N:6]([C:10]2[CH:15]=[CH:14][CH:13]=[CH:12][CH:11]=2)[CH:7]=[CH:8][CH:9]=1)([O-:3])=[O:2].[Br:17]N1C(=O)CCC1=O>CN(C)C=O>[Br:17][C:8]1[CH:9]=[C:4]([N+:1]([O-:3])=[O:2])[C:5](=[O:16])[N:6]([C:10]2[CH:11]=[CH:12][CH:13]=[CH:14][CH:15]=2)[CH:7]=1. Procedure: 10 ml of a dimethylformamide solution containing 1 g of 3-nitro-1-phenyl-1,2-dihydropyridin-2-one was incorporated with 988 mg of N-bromosuccinimide, followed by stirring at room temperature overnight. Further, it was stirred at 50° C. for 3 hours. The reaction mixture was poured into ice-water, and the resulting precipitates were collected by filtration, to give 1.27 g of the title compound. Reactants: ClC1=NC=2N([C@@H](C(N(C2C=N1)C)=O)CC)C1CCCC1 ((7R)-2-chloro-8-cyclopentyl-7-ethyl-5-methyl-5H-pteridin-6-one), O.C1(=CC=C(C=C1)S(=O)(=O)O)C (p-toluenesulfonic acid monohydrate), NC=1C=CC(=C2CC(OC21)CN(C)C)C(=O)OCC2=CC=CC=C2 (benzyl 7-amino-2-(dimethylaminomethyl)-2,3-dihydrobenzofuran-4-carboxylate). Run in CC(CC(C)O)C (4-methyl-2-pentanol). The product is C1(CCCC1)N1[C@@H](C(N(C=2C=NC(=NC12)NC=1C=CC(=C2CC(OC21)CN(C)C)C(=O)OCC2=CC=CC=C2)C)=O)CC (benzyl 7-[[(7R)-8-cyclopentyl-7-ethyl-5-methyl-6-oxo-7H-pteridin-2-yl]amino]-2-(dimethylaminomethyl)-2,3-dihydrobenzofuran-4-carboxylate). Yield: 34.2%. Reaction SMILES: [NH2:1][C:2]1[CH:3]=[CH:4][C:5]([C:15]([O:17][CH2:18][C:19]2[CH:24]=[CH:23][CH:22]=[CH:21][CH:20]=2)=[O:16])=[C:6]2[C:10]=1[O:9][CH:8]([CH2:11][N:12]([CH3:14])[CH3:13])[CH2:7]2.Cl[C:26]1[N:35]=[CH:34][C:33]2[N:32]([CH3:36])[C:31](=[O:37])[C@@H:30]([CH2:38][CH3:39])[N:29]([CH:40]3[CH2:44][CH2:43][CH2:42][CH2:41]3)[C:28]=2[N:27]=1.O.C1(C)C=CC(S(O)(=O)=O)=CC=1>CC(C)CC(O)C>[CH:40]1([N:29]2[C:28]3[N:27]=[C:26]([NH:1][C:2]4[CH:3]=[CH:4][C:5]([C:15]([O:17][CH2:18][C:19]5[CH:20]=[CH:21][CH:22]=[CH:23][CH:24]=5)=[O:16])=[C:6]5[C:10]=4[O:9][CH:8]([CH2:11][N:12]([CH3:14])[CH3:13])[CH2:7]5)[N:35]=[CH:34][C:33]=3[N:32]([CH3:36])[C:31](=[O:37])[C@H:30]2[CH2:38][CH3:39])[CH2:41][CH2:42][CH2:43][CH2:44]1 |f:2.3|. Procedure: Benzyl 7-amino-2-(dimethylaminomethyl)-2,3-dihydrobenzofuran-4-carboxylate 29g (212 mg, 0.65 mmol) was dissolved in 20 mL of 4-methyl-2-pentanol followed by the addition of (7R)-2-chloro-8-cyclopentyl-7-ethyl-5-methyl-7H-pteridin-6-one 1o (230 mg, 0.78 mmol) and p-toluenesulfonic acid monohydrate (198 mg, 1.04 mmol). The reaction solution was heated to reflux for 3 hours with stirring and concentrated under reduced pressure. The resulting residue was added with 30 mL of saturated sodium bicarbon... Reactants: OCCCCCCCCCBr, CN(C)CC(N)CC(=O)OCc1ccccc1, Cl, Cl, Oc1ccc(F)c(F)c1F, OCCCCCCCCCOc1ccc(F)c(F)c1F, O=C(O)CCCCCCCCOc1ccc(F)c(F)c1F. The product is CN(C)CC(CC(=O)OCc1ccccc1)NC(=O)CCCCCCCCOc1ccc(F)c(F)c1F. RXN SMILES: [Br:11][CH2:12][CH2:13][CH2:14][CH2:15][CH2:16][CH2:17][CH2:18][CH2:19][CH2:20][OH:21].[CH2:65]([c:66]1[cH:67][cH:68][cH:69][cH:70][cH:71]1)[O:72][C:73]([CH2:74][CH:75]([CH2:76][N:77]([CH3:78])[CH3:79])[NH2:80])=[O:81].[ClH:63].[ClH:64].[F:1][c:2]1[c:3]([F:4])[c:5]([F:6])[cH:7][cH:8][c:9]1[OH:10].[F:22][c:23]1[c:24]([O:25][CH2:26][CH2:27][CH2:28][CH2:29][CH2:30][CH2:31][CH2:32][CH2:33][CH2:34][OH:35])[cH:36][cH:37][c:38]([F:41])[c:39]1[F:40].[F:42][c:43]1[c:44]([F:45])[c:46]([F:47])[cH:48][cH:49][c:50]1[O:51][CH2:52][CH2:53][CH2:54][CH2:55][CH2:56][CH2:57][CH2:58][CH2:59][C:60]([OH:61])=[O:62]>>[F:22][c:23]1[c:24]([O:25][CH2:26][CH2:27][CH2:28][CH2:29][CH2:30][CH2:31][CH2:32][CH2:33][C:34](=[O:35])[NH:80][CH:75]([CH2:74][C:73]([O:72][CH2:65][c:66]2[cH:67][cH:68][cH:69][cH:70][cH:71]2)=[O:81])[CH2:76][N:77]([CH3:78])[CH3:79])[cH:36][cH:37][c:38]([F:41])[c:39]1[F:40]. Reactants: [Al+3], C1CCOC1, COc1ccc(C(c2ccc(OC)cc2)N(CC#N)CCCOc2ccc(Cl)cc2Cc2ccccc2)cc1, CO, CCOCC, [H-], [H-], [H-], [H-], [Li+]. The product is COc1ccc(C(c2ccc(OC)cc2)N(CCN)CCCOc2ccc(Cl)cc2Cc2ccccc2)cc1. As a reaction SMILES: [Al+3:2].[CH2:53]1[O:54][CH2:55][CH2:56][CH2:57]1.[CH2:7]([c:8]1[cH:9][cH:10][cH:11][cH:12][cH:13]1)[c:14]1[c:15]([O:16][CH2:17][CH2:18][CH2:19][N:20]([CH:21]([c:22]2[cH:23][cH:24][c:25]([O:28][CH3:29])[cH:26][cH:27]2)[c:30]2[cH:31][cH:32][c:33]([O:36][CH3:37])[cH:34][cH:35]2)[CH2:38][C:39]#[N:40])[cH:41][cH:42][c:43]([Cl:45])[cH:44]1.[CH3:46][OH:47].[CH3:48][CH2:49][O:50][CH2:51][CH3:52].[H-:1].[H-:4].[H-:5].[H-:6].[Li+:3]>>[CH2:7]([c:8]1[cH:9][cH:10][cH:11][cH:12][cH:13]1)[c:14]1[c:15]([O:16][CH2:17][CH2:18][CH2:19][N:20]([CH:21]([c:22]2[cH:23][cH:24][c:25]([O:28][CH3:29])[cH:26][cH:27]2)[c:30]2[cH:31][cH:32][c:33]([O:36][CH3:37])[cH:34][cH:35]2)[CH2:38][CH2:39][NH2:40])[cH:41][cH:42][c:43]([Cl:45])[cH:44]1. Reaction SMILES: [C:24]([O-:25])(=[O:26])[O-:27].[CH3:30][S:31]([CH3:32])=[O:33].[CH:1]([CH3:2])([CH2:3][CH3:4])[NH:5][c:6]1[c:7]([C:20]#[N:21])[cH:8][c:9]([C:16]([F:17])([F:18])[F:19])[c:10]([C:11](=[O:12])[O:13][CH3:14])[cH:15]1.[K+:28].[K+:29].[OH:22][OH:23]>>[CH:1]([CH3:2])([CH2:3][CH3:4])[NH:5][c:6]1[c:7]([C:20]([NH2:21])=[O:25])[cH:8][c:9]([C:16]([F:17])([F:18])[F:19])[c:10]([C:11](=[O:12])[O:13][CH3:14])[cH:15]1. Starting materials: O=C([O-])[O-], CS(C)=O, CCC(C)Nc1cc(C(=O)OC)c(C(F)(F)F)cc1C#N, [K+], [K+], OO. Yields the product CCC(C)Nc1cc(C(=O)OC)c(C(F)(F)F)cc1C(N)=O.